The task is: describe an organic reaction: reactants, conditions, products, and yield. This data is from the Open Reaction Database (ORD), a public repository of structured organic reaction records. The reactants are Br.Br.N1CCNCC1 (piperazine dihydrobromide), aqueous solution, Br.Br.OC1=CC=C(C=C1)N1CCNCC1 (4-(4hydroxyphenyl)piperazine dihydrobromide), COC1=C(C=CC=C1)N1CCNCC1 (4-(2-methoxypheny)piperazine). Run in acid. Product: Br.Br.OC1=C(C=CC=C1)N1CCNCC1 (4-(2-Hydroxyphenyl)piperazine dihydrobromide). Reaction SMILES: [BrH:1].Br.N1CCNCC1.Br.Br.OC1C=CC(N2CCNCC2)=CC=1.C[O:25][C:26]1[CH:31]=[CH:30][CH:29]=[CH:28][C:27]=1[N:32]1[CH2:37][CH2:36][NH:35][CH2:34][CH2:33]1>>[BrH:1].[BrH:1].[OH:25][C:26]1[CH:31]=[CH:30][CH:29]=[CH:28][C:27]=1[N:32]1[CH2:37][CH2:36][NH:35][CH2:34][CH2:33]1 |f:0.1.2,3.4.5,7.8.9|. Reported procedure: 4-(=- 1)piperazine dihydrobromide may be prepared in the following manner: the experiment is carried out as in Example 8 for the preparation of 4-(4hydroxyphenyl)piperazine dihydrobromide, starting with 4-(2-methoxypheny)piperazine (25 g) and 47% aqueous solution of hydrdromic acid (360 cc). The mixture is heated at boiling point for 9 hours, the cooled to a temperature close to 20° C. Stirring is maintained for 15 hours at this temperature, then the mixture is concentrated at 40° C underreduced... Product: C(#N)C1=C(C(=NC=C1)C(=O)N)NCC1=C(C=CC=C1)OCC (4-Cyano-3-(2-ethoxybenzylamino)pyridine-2-carboxamide). Procedure: The title compound was prepared from 2-ethoxybenzoyl chloride and 3-amino-4-cyanopyridine-2-carboxamide (Preparation 12), following the procedure of Preparation 7, and was obtained as a colourless solid. (6.2%), m.p. 150°-152° C. Found: C,61.99; H,4.62; N,17.84. C16H14N4O3 requires C,61.93; H,4.55; N,18.06%. Starting materials: C(C)OC1=C(C(=O)Cl)C=CC=C1 (2-ethoxybenzoyl chloride), NC=1C(=NC=CC1C#N)C(=O)N (3-amino-4-cyanopyridine-2-carboxamide). Reaction SMILES: [CH2:1]([O:3][C:4]1[CH:12]=[CH:11][CH:10]=[CH:9][C:5]=1[C:6](Cl)=O)[CH3:2].[NH2:13][C:14]1[C:15]([C:22]([NH2:24])=[O:23])=[N:16][CH:17]=[CH:18][C:19]=1[C:20]#[N:21]>>[C:20]([C:19]1[CH:18]=[CH:17][N:16]=[C:15]([C:22]([NH2:24])=[O:23])[C:14]=1[NH:13][CH2:6][C:5]1[CH:9]=[CH:10][CH:11]=[CH:12][C:4]=1[O:3][CH2:1][CH3:2])#[N:21].